From a dataset of the Open Reaction Database (ORD), a public repository of structured organic reaction records. describe an organic reaction: reactants, conditions, products, and yield Reactants: CNC(=O)c1cnc(NC(=O)OC(C)(C)C)s1, Cl, O=C(O)C(F)(F)F, O. The product is CNC(=O)c1cnc(N)s1. RXN SMILES: [CH3:1][NH:2][C:3](=[O:4])[c:5]1[cH:6][n:7][c:8]([NH:10][C:11](=[O:12])[O:13][C:14]([CH3:15])([CH3:16])[CH3:17])[s:9]1.[ClH:25].[F:18][C:19]([F:20])([F:21])[C:22]([OH:23])=[O:24].[OH2:26]>>[CH3:1][NH:2][C:3](=[O:4])[c:5]1[cH:6][n:7][c:8]([NH2:10])[s:9]1. Reactants: ClC1=C(C=C(C(=C1)C1=NC=CC2=CC(=CC=C12)S(=O)(=O)OC1=C(C(=C(C(=C1F)F)F)F)F)OC)C1=CC(=CC=C1)F (perfluorophenyl 1-(2-chloro-3′-fluoro-5-methoxy-[1,1′-biphenyl]-4-yl)isoquinoline-6-sulfonate), S1N=C(C=N1)N (1,2,5-thiadiazol-3-amine), C1CCOC1 (THF), C[Si](C)(C)[N-][Si](C)(C)C.[Li+] (lithium bis(trimethylsilyl)amide). Solvent: CO (methanol). Run at time 10 minute. Yields the product ClC1=C(C=C(C(=C1)C1=NC=CC2=CC(=CC=C12)S(=O)(=O)NC1=NSN=C1)OC)C1=CC(=CC=C1)F (1-(2-chloro-3′-fluoro-5-methoxy-[1,1′-biphenyl]-4-yl)-N-(1,2,5-thiadiazol-3-yl)isoquinoline-6-sulfonamide). The yield is 56.8%. RXN SMILES: [Cl:1][C:2]1[CH:7]=[C:6]([C:8]2[C:17]3[C:12](=[CH:13][C:14]([S:18](OC4C(F)=C(F)C(F)=C(F)C=4F)(=[O:20])=[O:19])=[CH:15][CH:16]=3)[CH:11]=[CH:10][N:9]=2)[C:5]([O:33][CH3:34])=[CH:4][C:3]=1[C:35]1[CH:40]=[CH:39][CH:38]=[C:37]([F:41])[CH:36]=1.[S:42]1[N:46]=[CH:45][C:44]([NH2:47])=[N:43]1.C1COCC1.C[Si]([N-][Si](C)(C)C)(C)C.[Li+]>CO>[Cl:1][C:2]1[CH:7]=[C:6]([C:8]2[C:17]3[C:12](=[CH:13][C:14]([S:18]([NH:47][C:44]4[CH:45]=[N:46][S:42][N:43]=4)(=[O:20])=[O:19])=[CH:15][CH:16]=3)[CH:11]=[CH:10][N:9]=2)[C:5]([O:33][CH3:34])=[CH:4][C:3]=1[C:35]1[CH:40]=[CH:39][CH:38]=[C:37]([F:41])[CH:36]=1 |f:3.4|. Procedure details: A vial was charged with perfluorophenyl 1-(2-chloro-3′-fluoro-5-methoxy-[1,1′-biphenyl]-4-yl)isoquinoline-6-sulfonate (INTERMEDIATE TTTT; 45 mg, 0.074 mmol), 1,2,5-thiadiazol-3-amine (8.21 mg, 0.081 mmol), and THF (0.5 mL) to give a clear solution. The vial was cooled in an ice-water bath for 5 min, then lithium bis(trimethylsilyl)amide (1M in THF) (162 μl, 0.162 mmol) was added drop wise. After 10 min, the mixture was diluted with a small amount of methanol to give a solution which was purified... Starting materials: O=C(O)CNC(=O)c1cc(-c2ccccc2OCc2ccccc2)[nH]n1, CCN=C=NCCCN(C)C, CCN(C(C)C)C(C)C, Clc1ccccc1NC1CCNCC1, Cl, Cl, Cl, CN(C)C=O, O, On1nnc2ccccc21. Product: O=C(NCC(=O)N1CCC(Nc2ccccc2Cl)CC1)c1cc(-c2ccccc2OCc2ccccc2)[nH]n1. RXN SMILES: [CH2:1]([c:2]1[cH:3][cH:4][cH:5][cH:6][cH:7]1)[O:8][c:9]1[c:10](-[c:15]2[cH:16][c:17]([C:20](=[O:21])[NH:22][CH2:23][C:24](=[O:25])[OH:26])[n:18][nH:19]2)[cH:11][cH:12][cH:13][cH:14]1.[CH3:46][CH2:47][N:48]=[C:49]=[N:50][CH2:51][CH2:52][CH2:53][N:54]([CH3:55])[CH3:56].[CH:27]([N:28]([CH2:29][CH3:30])[CH:31]([CH3:32])[CH3:33])([CH3:34])[CH3:35].[Cl:60][c:61]1[c:62]([NH:67][CH:68]2[CH2:69][CH2:70][NH:71][CH2:72][CH2:73]2)[cH:63][cH:64][cH:65][cH:66]1.[ClH:57].[ClH:58].[ClH:59].[O:74]=[CH:75][N:76]([CH3:77])[CH3:78].[OH2:79].[OH:36][n:37]1[c:38]2[c:39]([cH:40][cH:41][cH:42][cH:43]2)[n:44][n:45]1>>[CH2:1]([c:2]1[cH:3][cH:4][cH:5][cH:6][cH:7]1)[O:8][c:9]1[c:10](-[c:15]2[cH:16][c:17]([C:20](=[O:21])[NH:22][CH2:23][C:24](=[O:26])[N:71]3[CH2:70][CH2:69][CH:68]([NH:67][c:62]4[c:61]([Cl:60])[cH:66][cH:65][cH:64][cH:63]4)[CH2:73][CH2:72]3)[n:18][nH:19]2)[cH:11][cH:12][cH:13][cH:14]1. Reactants: [O-2].[Ca+2] (calcium oxide), ClC1=C(N)C=CC=C1 (2-chloroaniline), N(=O)[O-].[Na+] (sodium nitrite), cuprous chloride, crude product. Run in CC(=O)C (acetone), Cl (hydrochloric acid), O (water), Cl (hydrochloric acid), CC(=O)C (acetone). Run at time 10 minute. The product is ClC(C=O)CC1=C(C=CC=C1)Cl (2-Chloro-3-(2-chloro-phenyl)-propionaldehyde). Yield: 164.2%. As a reaction SMILES: [Cl:1][C:2]1[CH:8]=[CH:7][CH:6]=[CH:5][C:3]=1N.N([O-])=O.[Na+].[O-2:13].[Ca+2]>Cl.O.CC(C)=O>[Cl:1][CH:2]([CH2:8][C:3]1[CH:5]=[CH:6][CH:7]=[CH:8][C:2]=1[Cl:1])[CH:3]=[O:13] |f:1.2,3.4|. Procedure details: To a solution of 2-chloroaniline (12.7 g, 100. mmol) in hydrochloric acid (20% aqueous solution, 40 mL) was added dropwise a solution of sodium nitrite (7.5 g, 110 mmol) in water (20 mL) at 0 to 5° C. After stirring for 10 minutes, a cooled solution of acrolin (15 g, 270 mmol) in acetone (100 mL) containing calcium oxide (2.0 g, 36 mmol) was added gradually, and then followed by a solution of cuprous chloride (1 g, 10 mmol) in acetone (10 mL) containing hydrochloric acid (20% aqueous solution, 2... Starting materials: C(CC(O)(C(=O)O)CC(=O)O)(=O)O (citric acid), BrC=1C=C2C(=NC1)N(C=C2)[Si](C(C)C)(C(C)C)C(C)C (5-bromo-1-triisopropylsilanyl-1H-pyrrolo[2,3-b]pyridine), C[Mg]Br (methylmagnesium bromide). The reagents and catalysts are C1=CC=C(C=C1)P([C-]2C=CC=C2)C3=CC=CC=C3.C1=CC=C(C=C1)P([C-]2C=CC=C2)C3=CC=CC=C3.Cl[Pd]Cl.[Fe+2] (PdCl2(dppf)). Run in C1(=CC=CC=C1)C (toluene). Run at temperature 90 celsius, time 2 hour. Product: CC=1C=C2C(=NC1)N(C=C2)[Si](C(C)C)(C(C)C)C(C)C (5-Methyl-1-triisopropylsilanyl-1H-pyrrolo[2,3-b]pyridine). As a reaction SMILES: Br[C:2]1[CH:3]=[C:4]2[CH:10]=[CH:9][N:8]([Si:11]([CH:18]([CH3:20])[CH3:19])([CH:15]([CH3:17])[CH3:16])[CH:12]([CH3:14])[CH3:13])[C:5]2=[N:6][CH:7]=1.[CH3:21][Mg]Br.C(O)(=O)CC(CC(O)=O)(C(O)=O)O>C1(C)C=CC=CC=1.C1C=CC(P(C2C=CC=CC=2)[C-]2C=CC=C2)=CC=1.C1C=CC(P(C2C=CC=CC=2)[C-]2C=CC=C2)=CC=1.Cl[Pd]Cl.[Fe+2]>[CH3:21][C:2]1[CH:3]=[C:4]2[CH:10]=[CH:9][N:8]([Si:11]([CH:18]([CH3:20])[CH3:19])([CH:15]([CH3:17])[CH3:16])[CH:12]([CH3:14])[CH3:13])[C:5]2=[N:6][CH:7]=1 |f:4.5.6.7|. Procedure details: To PdCl2(dppf) (0.04 g, 0.05 mmol) in toluene (10.0 mL) under an atmosphere of nitrogen were added 5-bromo-1-triisopropylsilanyl-1H-pyrrolo[2,3-b]pyridine (2, 0.3 g, 0.8 mmol, prepared as described in Example 4, 1.0 mL in toluene) and methylmagnesium bromide (1.0 M in tetrahydrofuran, 3.0 mL, 3.0 mmol). The reaction was stirred 90° C. for 2 hours and then allowed to reach to room temperature. The reaction was poured into citric acid (0.1 M in water) and extracted with ethyl acetate. The organic ... Reaction SMILES: Br[C:2]1[CH:7]=[C:6]([C:8]([CH3:11])([CH3:10])[CH3:9])[CH:5]=[C:4]([C:12]([CH3:15])([CH3:14])[CH3:13])[CH:3]=1.CCCCCC.C([Li])CCC.[Cl:27][Si:28](Cl)([Cl:30])[Cl:29]>C(OCC)C>[Cl:27][Si:28]([Cl:30])([Cl:29])[C:2]1[CH:7]=[C:6]([C:8]([CH3:11])([CH3:10])[CH3:9])[CH:5]=[C:4]([C:12]([CH3:15])([CH3:14])[CH3:13])[CH:3]=1. Conditions: time 2 hour. Run in C(C)OCC (diethyl ether), C(C)OCC (diethyl ether). Procedure details: Under a nitrogen atmosphere, to a diethyl ether solution (175 mL) of 1-bromo-3,5-di-tert-butylbenzene (35.00 g, 130.00 mmol), a 1.65 M hexane solution of n-butyllithium (88.67 mL, 143.00 mmol) was added dropwise at −78° C. After the mixture was gradually warmed to room temperature, stirring was performed at room temperature for 2 hours. The resultant mixture was added dropwise to a solution of tetrachlorosilane (66.26 g, 390.00 mmol) dissolved in diethyl ether (58 mL) at −78° C. After the mixtur... Yield: 57.3%. The product is Cl[Si](C1=CC(=CC(=C1)C(C)(C)C)C(C)(C)C)(Cl)Cl (trichloro(3,5-di-tert-butylphenyl)silane). Reactants: resultant mixture, Cl[Si](Cl)(Cl)Cl (tetrachlorosilane), BrC1=CC(=CC(=C1)C(C)(C)C)C(C)(C)C (1-bromo-3,5-di-tert-butylbenzene), CCCCCC (hexane), C(CCC)[Li] (n-butyllithium). Reactants: CC1([C@@H](C[C@@H]1C(=O)OC(C)(C)C)C(=O)OCC1=CC=CC=C1)C ((1R,3S)-1-benzyl 3-tert-butyl 2,2-dimethylcyclobutane-1,3-dicarboxylate), Cl.O1CCOCC1 (dioxane-HCl). Solvent: C(C)(=O)OCC (ethyl acetate). Reaction conditions: time 12 hour. Yields the product C(C1=CC=CC=C1)OC(=O)[C@H]1C([C@H](C1)C(=O)O)(C)C ((1S,3R)-3-(benzyloxycarbonyl)-2,2-dimethylcyclobutanecarboxylic acid). Yield: 97.1%. RXN SMILES: [CH3:1][C:2]1([CH3:23])[C@@H:5]([C:6]([O:8]C(C)(C)C)=[O:7])[CH2:4][C@H:3]1[C:13]([O:15][CH2:16][C:17]1[CH:22]=[CH:21][CH:20]=[CH:19][CH:18]=1)=[O:14].Cl.O1CCOCC1>C(OCC)(=O)C>[CH2:16]([O:15][C:13]([C@@H:3]1[CH2:4][C@H:5]([C:6]([OH:8])=[O:7])[C:2]1([CH3:23])[CH3:1])=[O:14])[C:17]1[CH:22]=[CH:21][CH:20]=[CH:19][CH:18]=1 |f:1.2|. Procedure: To a solution of (1R,3S)-1-benzyl 3-tert-butyl 2,2-dimethylcyclobutane-1,3-dicarboxylate (step 3, 1.0 g) dioxane-HCl (10 ml) was added at about 0° C. under nitrogen atmosphere. The reaction mixture was stirred for about 12 hours at room temperature. After completion of the reaction (monitored by TLC), the reaction mixture was diluted with ethyl acetate and washed with water. The organic layer was washed with brine, dried over Na2SO4 and concentrated under reduced pressure to give crude product, ... Reported procedure: The title compound was prepared following the procedure described in Example 1, Step 1 employing methyl 6-methoxy-benzofuran-2-carboxylate instead of methyl 5-methoxy-benzofuran-2-carboxylate and ethyl iodide instead of methyl iodide. The product is COC(=O)C1(OC2=C(C1)C=CC(=C2)O)CC (2-Ethyl-6-hydroxy-2,3-dihydro-benzofuran-2-carboxylic acid methyl ester). RXN SMILES: C[O:2][C:3]1[CH:15]=[CH:14][C:6]2[CH:7]=[C:8]([C:10]([O:12][CH3:13])=[O:11])[O:9][C:5]=2[CH:4]=1.[CH2:16](I)[CH3:17]>>[CH3:13][O:12][C:10]([C:8]1([CH2:16][CH3:17])[CH2:7][C:6]2[CH:14]=[CH:15][C:3]([OH:2])=[CH:4][C:5]=2[O:9]1)=[O:11]. Starting materials: COC1=CC2=C(C=C(O2)C(=O)OC)C=C1 (methyl 6-methoxy-benzofuran-2-carboxylate), C(C)I (ethyl iodide). The reactants are CCCCO, Clc1nc(Cl)c2[nH]cnc2n1, Nc1ccc(Cl)cc1. Product: Clc1ccc(Nc2nc(Cl)nc3[nH]cnc23)cc1. Reaction SMILES: [CH2:20]([OH:21])[CH2:22][CH2:23][CH3:24].[Cl:9][c:10]1[n:11][c:12]([Cl:19])[c:13]2[nH:14][cH:15][n:16][c:17]2[n:18]1.[NH2:1][c:2]1[cH:3][cH:4][c:5]([Cl:6])[cH:7][cH:8]1>>[NH:1]([c:2]1[cH:3][cH:4][c:5]([Cl:6])[cH:7][cH:8]1)[c:12]1[n:11][c:10]([Cl:9])[n:18][c:17]2[c:13]1[n:14][cH:15][nH:16]2.